This data is from the Open Reaction Database (ORD), a public repository of structured organic reaction records. The task is: describe an organic reaction: reactants, conditions, products, and yield Reactants: three, C(C)(=O)O.N1CCCCC1 (piperidine acetate), C(C(C)(C)C)(=O)C1=CN(C2=NC=C(N=C21)NC2=NC=C(C=O)C=C2)COCC[Si](C)(C)C (6-(7-pivaloyl-5-((2-(trimethylsilyl)-ethoxy)methyl)-5H-pyrrolo[2,3-b]pyrazin-2-ylamino)-nicotinaldehyde), C(#N)CC(=O)N(C)C (2-cyano-N,N-dimethylacetamide). Solvent: C(C)O (ethanol). The product is C(#N)C(C(=O)N(C)C)=CC=1C=NC(=CC1)NC=1N=C2C(=NC1)N(C=C2C(C(C)(C)C)=O)COCC[Si](C)(C)C (2-cyano-N,N-dimethyl-3-(6-(7-pivaloyl-5-((2-(trimethylsilyl)ethoxy)methyl)-5H-pyrrolo[2,3-b]pyrazin-2-ylamino)pyridin-3-yl)acrylamide). Isolated yield 88.8%. RXN SMILES: [C:1]([C:7]1[C:15]2[C:10](=[N:11][CH:12]=[C:13]([NH:16][C:17]3[CH:24]=[CH:23][C:20]([CH:21]=O)=[CH:19][N:18]=3)[N:14]=2)[N:9]([CH2:25][O:26][CH2:27][CH2:28][Si:29]([CH3:32])([CH3:31])[CH3:30])[CH:8]=1)(=[O:6])[C:2]([CH3:5])([CH3:4])[CH3:3].[C:33]([CH2:35][C:36]([N:38]([CH3:40])[CH3:39])=[O:37])#[N:34].C(O)(=O)C.N1CCCCC1>C(O)C>[C:33]([C:35](=[CH:21][C:20]1[CH:19]=[N:18][C:17]([NH:16][C:13]2[N:14]=[C:15]3[C:7]([C:1](=[O:6])[C:2]([CH3:5])([CH3:3])[CH3:4])=[CH:8][N:9]([CH2:25][O:26][CH2:27][CH2:28][Si:29]([CH3:32])([CH3:31])[CH3:30])[C:10]3=[N:11][CH:12]=2)=[CH:24][CH:23]=1)[C:36]([N:38]([CH3:40])[CH3:39])=[O:37])#[N:34] |f:2.3|. Procedure: To a 50 ml three necked round bottom flask 6-(7-pivaloyl-5-((2-(trimethylsilyl)-ethoxy)methyl)-5H-pyrrolo[2,3-b]pyrazin-2-ylamino)-nicotinaldehyde (0.33 g, 0.00072 mole) and 2-cyano-N,N-dimethylacetamide (0.245 g, 0.00218 mole) was taken in ethanol (10 ml). To this reaction mixture, piperidine acetate (3.3 M solution in water) (0.1 ml) was added drop wise at RT. After completion of the addition, reaction mixture was refluxed for 4 hrs. After completion of the reaction, the ethanol was distilled ... Starting materials: ClCCl, CN(C)C=O, O=C(Cl)C(=O)Cl, O=C(O)c1ccc2nonc2c1. Yields the product O=C(Cl)c1ccc2nonc2c1. As a reaction SMILES: [CH2:24]([Cl:25])[Cl:26].[CH3:13][N:14]([CH3:15])[CH:16]=[O:17].[Cl:18][C:19]([C:20]([Cl:21])=[O:22])=[O:23].[n:1]1[c:2]2[c:3]([n:4][o:5]1)[cH:6][c:7]([C:10](=[O:11])[OH:12])[cH:8][cH:9]2>>[n:1]1[c:2]2[c:3]([n:4][o:5]1)[cH:6][c:7]([C:10](=[O:12])[Cl:18])[cH:8][cH:9]2. Reactants: C(CC)[N+](CCC)(CCC)CCC (tetrapropylammonium), COC(C(CC1CC(CC1)O)C1=CC(=C(C=C1)Cl)Cl)=O (2-(3,4-dichloro-phenyl)-3-(3-hydroxy-cyclopentyl)-propionic acid methyl ester), C[N+]1(CCOCC1)[O-] (N-methylmorpholine N-oxide). The solvent is C(Cl)Cl (methylene chloride). Run at temperature 25 celsius, time 30 minute. The product is hexanes ethyl acetate, COC(C(CC1CC(CC1)=O)C1=CC(=C(C=C1)Cl)Cl)=O (2-(3,4-dichloro-phenyl)-3-(3-oxo-cyclopentyl)-propionic acid methyl ester). Yield: 74.0%. Reaction SMILES: [CH3:1][O:2][C:3](=[O:20])[CH:4]([C:12]1[CH:17]=[CH:16][C:15]([Cl:18])=[C:14]([Cl:19])[CH:13]=1)[CH2:5][CH:6]1[CH2:10][CH2:9][CH:8]([OH:11])[CH2:7]1.C[N+]1([O-])CCOCC1.C([N+](CCC)(CCC)CCC)CC>C(Cl)Cl>[CH3:1][O:2][C:3](=[O:20])[CH:4]([C:12]1[CH:17]=[CH:16][C:15]([Cl:18])=[C:14]([Cl:19])[CH:13]=1)[CH2:5][CH:6]1[CH2:10][CH2:9][C:8](=[O:11])[CH2:7]1. Procedure: A mixture of 2-(3,4-dichloro-phenyl)-3-(3-hydroxy-cyclopentyl)-propionic acid methyl ester (prepared as in Example 36, 356.4 mg, 1.12 mmol), N-methylmorpholine N-oxide (197 mg, 1.68 mmol), and powdered molecular sieves (1.12 g) in methylene chloride (2.25 mL) at 25° C. was treated with tetrapropylammonium perrhuthenate (20 mg, 0.05 mmol). The resulting mixture was stirred at 25° C. for 30 min. At this time, the reaction was filtered through a pad of celite (ethyl acetate as eluent). The filtrate...